Dataset: the Open Reaction Database (ORD), a public repository of structured organic reaction records. Task: describe an organic reaction: reactants, conditions, products, and yield Reactants: CCC(C)=O, [I-], Cc1ccc(S(=O)(=O)OCC2CC(OC(=O)c3ccccc3)CN2C(=O)OCc2ccc([N+](=O)[O-])cc2)cc1, [Na+]. Yields the product O=C(OC1CC(CI)N(C(=O)OCc2ccc([N+](=O)[O-])cc2)C1)c1ccccc1. As a reaction SMILES: [CH3:42][C:43]([CH2:44][CH3:45])=[O:46].[I-:41].[N+:1](=[O:2])([O-:3])[c:4]1[cH:5][cH:6][c:7]([CH2:8][O:9][C:10](=[O:11])[N:12]2[CH:13]([CH2:26][O:27][S:28]([c:29]3[cH:30][cH:31][c:32]([CH3:33])[cH:34][cH:35]3)(=[O:36])=[O:37])[CH2:14][CH:15]([O:17][C:18]([c:19]3[cH:20][cH:21][cH:22][cH:23][cH:24]3)=[O:25])[CH2:16]2)[cH:38][cH:39]1.[Na+:40]>>[N+:1](=[O:2])([O-:3])[c:4]1[cH:5][cH:6][c:7]([CH2:8][O:9][C:10](=[O:11])[N:12]2[CH:13]([CH2:26][I:41])[CH2:14][CH:15]([O:17][C:18]([c:19]3[cH:20][cH:21][cH:22][cH:23][cH:24]3)=[O:25])[CH2:16]2)[cH:38][cH:39]1. Reactants: CC1=COC2=C1C(=CC=C2C(=O)C=2SC=CC2)OCC=C (3-methyl-4-allyloxy-7-(2-thienoyl)benzofuran), ClC1=CC(=CC=C1)Cl (1,3-dichlorobenzene). Product: CC1=COC2=C1C(=C(C=C2C(=O)C=2SC=CC2)CC=C)O (3-methyl-4-hydroxy-5-(2-propen-1-yl)-7-(2-thienoyl)benzofuran), CC1=COC2=C1C(=CC=C2C(=O)C=2SC=CC2)OCC=C (3-Methyl-4-(2-propen-1-yl)oxy-7-(2-thienoyl)benzofuran). As a reaction SMILES: [CH3:1][C:2]1[C:6]2[C:7]([O:18][CH2:19][CH:20]=[CH2:21])=[CH:8][CH:9]=[C:10]([C:11]([C:13]3[S:14][CH:15]=[CH:16][CH:17]=3)=[O:12])[C:5]=2[O:4][CH:3]=1.Cl[C:23]1[CH:28]=CC=C(Cl)[CH:24]=1>>[CH3:1][C:2]1[C:6]2[C:7]([OH:18])=[C:8]([CH2:28][CH:23]=[CH2:24])[CH:9]=[C:10]([C:11]([C:13]3[S:14][CH:15]=[CH:16][CH:17]=3)=[O:12])[C:5]=2[O:4][CH:3]=1.[CH3:1][C:2]1[C:6]2[C:7]([O:18][CH2:19][CH:20]=[CH2:21])=[CH:8][CH:9]=[C:10]([C:11]([C:13]3[S:14][CH:15]=[CH:16][CH:17]=3)=[O:12])[C:5]=2[O:4][CH:3]=1. Reported procedure: A solution of 3-methyl-4-allyloxy-7-(2-thienoyl)benzofuran (0.43 g, 1.44 mmol) in 1,3-dichlorobenzene (4 mL) was heated to reflux under nitrogen for five hours. The reaction mixture was cooled and the product purified by preparative HPLC, using 10% ethyl acetate in hexane as eluant, to afford 3-methyl-4-hydroxy-5-(2-propen-1-yl)-7-(2-thienoyl)benzofuran, compound 4. An analytical sample was obtained by recrystallization from ether/hexane. 1H NMR d 2.43 (3H, d, J=2 Hz), 3.54 (2H, d, J=6 Hz), 5.30... Reactants: ClC=1N=CC2=C(N1)N(C=C2)C2=CC(=C(C(=C2)F)CN2CCOCC2)F (2-chloro-7-(3,5-difluoro-4-morpholin-4-ylmethyl-phenyl)-7H-pyrrolo[2,3-d]pyrimidine), NC1=CC=C(C=C1)C(=O)N1CCN(CC1)C ((4-Amino-phenyl)-(4-methyl-piperazin-1-yl)-methanone), CC(C)(C)[O-].[K+] (KOtBu). Run in C1CCOC1 (THF). Conditions: temperature 80 celsius, time 1.5 hour. Yields the product FC=1C=C(C=C(C1CN1CCOCC1)F)N1C=CC2=C1N=C(N=C2)NC2=CC=C(C=C2)C(=O)N2CCN(CC2)C ({4-[7-(3,5-Difluoro-4-morpholin-4-ylmethyl-phenyl)-7H-pyrrolo[2,3-d]pyrimidin-2-ylamino]-phenyl}-(4-methyl-piperazin-1-yl)-methanone). RXN SMILES: Cl[C:2]1[N:3]=[CH:4][C:5]2[CH:10]=[CH:9][N:8]([C:11]3[CH:16]=[C:15]([F:17])[C:14]([CH2:18][N:19]4[CH2:24][CH2:23][O:22][CH2:21][CH2:20]4)=[C:13]([F:25])[CH:12]=3)[C:6]=2[N:7]=1.[NH2:26][C:27]1[CH:32]=[CH:31][C:30]([C:33]([N:35]2[CH2:40][CH2:39][N:38]([CH3:41])[CH2:37][CH2:36]2)=[O:34])=[CH:29][CH:28]=1.CC([O-])(C)C.[K+]>C1COCC1>[F:25][C:13]1[CH:12]=[C:11]([N:8]2[C:6]3[N:7]=[C:2]([NH:26][C:27]4[CH:28]=[CH:29][C:30]([C:33]([N:35]5[CH2:36][CH2:37][N:38]([CH3:41])[CH2:39][CH2:40]5)=[O:34])=[CH:31][CH:32]=4)[N:3]=[CH:4][C:5]=3[CH:10]=[CH:9]2)[CH:16]=[C:15]([F:17])[C:14]=1[CH2:18][N:19]1[CH2:24][CH2:23][O:22][CH2:21][CH2:20]1 |f:2.3|. Procedure: In a sealed tube, 2-chloro-7-(3,5-difluoro-4-morpholin-4-ylmethyl-phenyl)-7H-pyrrolo[2,3-d]pyrimidine (50.0 mg, 0.130 mmol), (4-Amino-phenyl)-(4-methyl-piperazin-1-yl)-methanone (42.1 mg, 0.182 mmol), KOtBu (21.1 mg, 0.182 mmol) and SK-CC02-A (12.5 mg, 0.020 mmol, Pd catalyst 2-(Dimethylaminomethyl)-ferrocen-1-yl-palladium(II)-chlorid Dinorbornylphosphin Complex, Fluka No. 44696) are suspended in THF (2 ml) under Ar. The reaction mixture is stirred at 80° C. for 1.5 h, cooled to rt, and then fil... Reactants: Cc1cc2c(CC(=O)O)cccc2cn1, CS(C)=O, NCc1ccc(C(F)(F)F)c(F)c1, NCc1ccc(OC(F)(F)F)cc1. Product: Cc1cc2c(CC(=O)NCc3ccc(C(F)(F)F)c(F)c3)cccc2cn1. As a reaction SMILES: [CH3:1][c:2]1[n:3][cH:4][c:5]2[cH:6][cH:7][cH:8][c:9]([CH2:12][C:13](=[O:14])[OH:15])[c:10]2[cH:11]1.[CH3:42][S:43]([CH3:44])=[O:45].[F:16][c:17]1[cH:18][c:19]([CH2:20][NH2:21])[cH:22][cH:23][c:24]1[C:25]([F:26])([F:27])[F:28].[F:29][C:30]([F:31])([F:32])[O:33][c:34]1[cH:35][cH:36][c:37]([CH2:38][NH2:39])[cH:40][cH:41]1>>[CH3:1][c:2]1[n:3][cH:4][c:5]2[cH:6][cH:7][cH:8][c:9]([CH2:12][C:13](=[O:15])[NH:21][CH2:20][c:19]3[cH:18][c:17]([F:16])[c:24]([C:25]([F:26])([F:27])[F:28])[cH:23][cH:22]3)[c:10]2[cH:11]1. The reactants are Cl.COC1=CC=C(C=C1)C=1OC(=C([N+]1[O-])C)C (2-(4-Methoxyphenyl)-4,5-dimethyloxazole N-oxide hydrochloride), COC1=CC=C(C=C1)C=1OC(=C(N1)C)C (2-(4-Methoxyphenyl)-4,5-dimethyloxazole), C(C)(C)(C)OC (methyl t-butyl ether). The reagents and catalysts are [Zn] (zinc). The product is COC1=CC=C(C=C1)C=1OC(=C(N1)C(=O)OCC)C (2-(4-Methoxyphenyl)-4-carbethoxy-5-methyloxazole). Yield: 61.0%. As a reaction SMILES: Cl.[CH3:2][O:3][C:4]1[CH:9]=[CH:8][C:7]([C:10]2[O:11][C:12]([CH3:17])=[C:13]([CH3:16])[N+:14]=2[O-])=[CH:6][CH:5]=1.C[O:19][C:20]1C=CC(C2OC(C)=C(C)N=2)=C[CH:21]=1.C([O:37]C)(C)(C)C>[Zn]>[CH3:2][O:3][C:4]1[CH:9]=[CH:8][C:7]([C:10]2[O:11][C:12]([CH3:17])=[C:13]([C:16]([O:19][CH2:20][CH3:21])=[O:37])[N:14]=2)=[CH:6][CH:5]=1 |f:0.1|. Procedure details: 2-(4-Methoxyphenyl)-4-carbethoxy-5-methyloxazole was prepared in 61% yield by zinc dust reduction of the compound of part (a) in accordance with the procedure of Example 89, part (b), and obtained as a crystalline material, m.p. 74°-76° C. (from methyl t-butyl ether). Starting materials: ClC1=CC=C(C=C1)C1=CC=C(N=N1)N(N)C (6-(p-chlorophenyl)-3-(1-methylhydrazino)pyridazine), C(C)(C)N(CC)C(C)C (diisopropylethylamine), ClC(=O)OCC (ethyl chloroformate). The solvent is O1CCOCC1 (dioxane). Reaction conditions: time 1 hour. Yields the product CN(NC(=O)OCC)C=1N=NC(=CC1)C1=CC=C(C=C1)Cl (Ethyl 3-methyl-3-[6-(p-chlorophenyl)-3-pyridazinyl]carbazate). RXN SMILES: [Cl:1][C:2]1[CH:7]=[CH:6][C:5]([C:8]2[N:13]=[N:12][C:11]([N:14]([CH3:16])[NH2:15])=[CH:10][CH:9]=2)=[CH:4][CH:3]=1.C(N(C(C)C)CC)(C)C.Cl[C:27]([O:29][CH2:30][CH3:31])=[O:28]>O1CCOCC1>[CH3:16][N:14]([C:11]1[N:12]=[N:13][C:8]([C:5]2[CH:4]=[CH:3][C:2]([Cl:1])=[CH:7][CH:6]=2)=[CH:9][CH:10]=1)[NH:15][C:27]([O:29][CH2:30][CH3:31])=[O:28]. Procedure details: A 2.0 g. portion of 6-(p-chlorophenyl)-3-(1-methylhydrazino)pyridazine and 1.30 g. of diisopropylethylamine in 50 ml. of dioxane is warmed slightly in a flask. A 1.0 g. portion of ethyl chloroformate is added and the reaction mixture is stirred for one hour. The dioxane is removed on a rotary evaporator, ethanol and water are added to the residue and a precipitate results. The solid is recrystallized from ethanol to give a pure white solid, m.p. 170°-172° C. Starting materials: FC1=CC=C(C=C1)C1=NC(=C(C(=C1C=O)C(C)C)CO)C(C)C (2-(4-Fluorophenyl)-3-formyl-5-hydroxymethyl-4,6-diisopropyl-pyridine), CO (MeOH). Yields the product FC1=CC=C(C=C1)C1=NC(=C(C(=C1C=O)C(C)C)COC)C(C)C (2-(4-Fluorophenyl)-3-formyl-4,6-diisopropyl-5-methoxymethyl-pyridine). RXN SMILES: [F:1][C:2]1[CH:7]=[CH:6][C:5]([C:8]2[C:13]([CH:14]=[O:15])=[C:12]([CH:16]([CH3:18])[CH3:17])[C:11]([CH2:19][OH:20])=[C:10]([CH:21]([CH3:23])[CH3:22])[N:9]=2)=[CH:4][CH:3]=1.[CH3:24]O>>[F:1][C:2]1[CH:7]=[CH:6][C:5]([C:8]2[C:13]([CH:14]=[O:15])=[C:12]([CH:16]([CH3:18])[CH3:17])[C:11]([CH2:19][O:20][CH3:24])=[C:10]([CH:21]([CH3:23])[CH3:22])[N:9]=2)=[CH:4][CH:3]=1. Procedure: 3.15 g (96% of theory) of colorless crystals of m.p. 77° C. (from MeOH) are obtained from 3.15 g (10 mmol) of the compound from Example 122 in analogy to the instructions from Example 59 Yields the product C1C(=C(N2[C@H](S1)[C@@H](C2=O)NC(=O)CCC[C@H](C(=O)O)N)C(=O)O)CO (deacetylcephalosporin C). Conditions: time 30 minute. RXN SMILES: C(Cl)(Cl)Cl.CC([O:8][CH2:9][C:10]1[CH2:29][S:28][CH:13]2[C@H:14]([NH:17][C:18]([CH2:20][CH2:21][CH2:22][CH:23]([NH2:27])[C:24]([OH:26])=[O:25])=[O:19])[C:15](=[O:16])[N:12]2[C:11]=1[C:30]([O-:32])=[O:31])=O.[Na+].CC(OCC1CS[C@@H]2[C@H](NC(CCC[C@@H](N)C(O)=O)=O)C(=O)N2C=1C(O)=O)=O.C>C(O)C>[CH2:29]1[S:28][C@@H:13]2[C@H:14]([NH:17][C:18]([CH2:20][CH2:21][CH2:22][C@@H:23]([NH2:27])[C:24]([OH:26])=[O:25])=[O:19])[C:15](=[O:16])[N:12]2[C:11]([C:30]([OH:32])=[O:31])=[C:10]1[CH2:9][OH:8] |f:1.2|. Procedure details: To the wet mycelia (10 g) was added a small volume of chloroform. The mixture was allowed to stand at ambient temperature for 30 minutes. To the mixture was added distilled water (20 ml). After allowing to stand at ambient temperature for a day, the mixture was centrifuged to give enzyme extracts (20 ml). The enzyme extracts was added to an aqueous solution (300 ml) containing cephalosporin C sodium.dihydrate (25 mg/ml). The reaction mixture was stirred at pH 4.5 and 30° C. for 10 hours until ce... Run in C(C)O (ethanol). Reactants: C(Cl)(Cl)Cl (chloroform), dihydrate, CC(=O)OCC1=C(N2[C@@H]([C@@H](C2=O)NC(=O)CCC[C@H](C(=O)O)N)SC1)C(=O)O (cephalosporin C), solution, CC(=O)OCC1=C(N2C([C@@H](C2=O)NC(=O)CCCC(C(=O)O)N)SC1)C(=O)[O-].[Na+] (cephalosporin C sodium), resultant mixture, C (charcoal). As a reaction SMILES: [Br:1][c:2]1[cH:3][n:4][c:5]2[c:6]([NH:12][C:13](=[O:14])[NH:15][CH2:16][CH3:17])[cH:7][cH:8][n:9][c:10]2[cH:11]1.[CH3:18][O:19][c:20]1[cH:21][c:22]([B:28]([OH:29])[OH:30])[cH:23][cH:24][c:25]1[O:26][CH3:27].[CH3:38][N:39]([CH3:40])[CH:41]=[O:42].[CH:44]([O:45][CH:46]([CH3:47])[CH3:48])([CH3:49])[CH3:50].[Na+:31].[Na+:32].[O-:33][C:34](=[O:35])[O-:36].[OH2:37].[OH2:43].[cH:51]1[cH:52][cH:53][c:54]([P:55]([Pd:56]([P:57]([c:58]2[cH:59][cH:60][cH:61][cH:62][cH:63]2)([c:64]2[cH:65][cH:66][cH:67][cH:68][cH:69]2)[c:70]2[cH:71][cH:72][cH:73][cH:74][cH:75]2)([P:76]([c:77]2[cH:78][cH:79][cH:80][cH:81][cH:82]2)([c:83]2[cH:84][cH:85][cH:86][cH:87][cH:88]2)[c:89]2[cH:90][cH:91][cH:92][cH:93][cH:94]2)[P:95]([c:96]2[cH:97][cH:98][cH:99][cH:100][cH:101]2)([c:102]2[cH:103][cH:104][cH:105][cH:106][cH:107]2)[c:108]2[cH:109][cH:110][cH:111][cH:112][cH:113]2)([c:114]2[cH:115][cH:116][cH:117][cH:118][cH:119]2)[c:120]2[cH:121][cH:122][cH:123][cH:124][cH:125]2)[cH:126][cH:127]1>>[c:2]1(-[c:22]2[cH:21][c:20]([O:19][CH3:18])[c:25]([O:26][CH3:27])[cH:24][cH:23]2)[cH:3][n:4][c:5]2[c:6]([NH:12][C:13](=[O:14])[NH:15][CH2:16][CH3:17])[cH:7][cH:8][n:9][c:10]2[cH:11]1. The product is CCNC(=O)Nc1ccnc2cc(-c3ccc(OC)c(OC)c3)cnc12. Reactants: CCNC(=O)Nc1ccnc2cc(Br)cnc12, COc1ccc(B(O)O)cc1OC, CN(C)C=O, CC(C)OC(C)C, [Na+], [Na+], O=C([O-])[O-], O, O, c1ccc(P(c2ccccc2)(c2ccccc2)[Pd](P(c2ccccc2)(c2ccccc2)c2ccccc2)(P(c2ccccc2)(c2ccccc2)c2ccccc2)P(c2ccccc2)(c2ccccc2)c2ccccc2)cc1.